From a dataset of the Open Reaction Database (ORD), a public repository of structured organic reaction records. describe an organic reaction: reactants, conditions, products, and yield Reactants: CCOC(=O)C1(C(=O)OCC)CCCN(C(=O)OCc2ccccc2)C1Cc1ccc(OC)cc1, CCO, [K+], [OH-], O. The product is CCOC(=O)C1(C(=O)O)CCCN(C(=O)OCc2ccccc2)C1Cc1ccc(OC)cc1. RXN SMILES: [CH2:1]([c:2]1[cH:3][cH:4][cH:5][cH:6][cH:7]1)[O:8][C:9](=[O:10])[N:11]1[CH:12]([CH2:27][c:28]2[cH:29][cH:30][c:31]([O:34][CH3:35])[cH:32][cH:33]2)[C:13]([C:17](=[O:18])[O:19][CH2:20][CH3:21])([C:22](=[O:23])[O:24][CH2:25][CH3:26])[CH2:14][CH2:15][CH2:16]1.[CH2:38]([OH:39])[CH3:40].[K+:37].[OH-:36].[OH2:41]>>[CH2:1]([c:2]1[cH:3][cH:4][cH:5][cH:6][cH:7]1)[O:8][C:9](=[O:10])[N:11]1[CH:12]([CH2:27][c:28]2[cH:29][cH:30][c:31]([O:34][CH3:35])[cH:32][cH:33]2)[C:13]([C:17](=[O:18])[O:19][CH2:20][CH3:21])([C:22](=[O:23])[OH:24])[CH2:14][CH2:15][CH2:16]1.